This data is from the Open Reaction Database (ORD), a public repository of structured organic reaction records. The task is: describe an organic reaction: reactants, conditions, products, and yield Reactants: O=C([O-])[O-], CCOC(=O)CC(CCCN)c1ccc(Br)cc1, CCO, Cl, [K+], [K+]. Product: O=C1NCCCC1c1ccc(Br)cc1. Reaction SMILES: [C:20]([O-:21])(=[O:22])[O-:23].[CH2:2]([O:3][C:4](=[O:5])[CH2:6][CH:7]([CH2:8][CH2:9][CH2:10][NH2:11])[c:12]1[cH:13][cH:14][c:15]([Br:18])[cH:16][cH:17]1)[CH3:19].[CH3:26][CH2:27][OH:28].[ClH:1].[K+:24].[K+:25]>>[C:6]1(=[O:21])[CH:7]([c:12]2[cH:13][cH:14][c:15]([Br:18])[cH:16][cH:17]2)[CH2:8][CH2:9][CH2:10][NH:11]1. The reactants are CC(C)(Cc1cnc2c(Br)cccn12)[N+](=O)[O-], [Na+], [Na+], O=C([O-])[O-], C1COCCO1, c1ccc(P(c2ccccc2)(c2ccccc2)[Pd](P(c2ccccc2)(c2ccccc2)c2ccccc2)(P(c2ccccc2)(c2ccccc2)c2ccccc2)P(c2ccccc2)(c2ccccc2)c2ccccc2)cc1, OB(O)c1cccs1. Product: CC(C)(Cc1cnc2c(-c3cccs3)cccn12)[N+](=O)[O-]. RXN SMILES: [Br:1][c:2]1[c:3]2[n:4]([cH:5][cH:6][cH:7]1)[c:8]([CH2:11][C:12]([CH3:13])([N+:14](=[O:15])[O-:16])[CH3:17])[cH:9][n:10]2.[Na+:18].[Na+:19].[O-:20][C:21](=[O:22])[O-:23].[O:109]1[CH2:110][CH2:111][O:112][CH2:113][CH2:114]1.[cH:32]1[cH:33][cH:34][c:35]([P:36]([Pd:37]([P:38]([c:39]2[cH:40][cH:41][cH:42][cH:43][cH:44]2)([c:45]2[cH:46][cH:47][cH:48][cH:49][cH:50]2)[c:51]2[cH:52][cH:53][cH:54][cH:55][cH:56]2)([P:57]([c:58]2[cH:59][cH:60][cH:61][cH:62][cH:63]2)([c:64]2[cH:65][cH:66][cH:67][cH:68][cH:69]2)[c:70]2[cH:71][cH:72][cH:73][cH:74][cH:75]2)[P:76]([c:77]2[cH:78][cH:79][cH:80][cH:81][cH:82]2)([c:83]2[cH:84][cH:85][cH:86][cH:87][cH:88]2)[c:89]2[cH:90][cH:91][cH:92][cH:93][cH:94]2)([c:95]2[cH:96][cH:97][cH:98][cH:99][cH:100]2)[c:101]2[cH:102][cH:103][cH:104][cH:105][cH:106]2)[cH:107][cH:108]1.[s:24]1[c:25]([B:29]([OH:30])[OH:31])[cH:26][cH:27][cH:28]1>>[c:2]1(-[c:25]2[s:24][cH:28][cH:27][cH:26]2)[c:3]2[n:4]([cH:5][cH:6][cH:7]1)[c:8]([CH2:11][C:12]([CH3:13])([N+:14](=[O:15])[O-:16])[CH3:17])[cH:9][n:10]2. The reactants are CC(C)(C)OC(=O)N1C2CCC1CN(c1ccc(Br)cc1)C2, CS(=O)(=O)N1CCNCC1, CC(C)(C)[O-], Cc1ccccc1, [Na+]. Yields the product CC(C)(C)OC(=O)N1C2CCC1CN(c1ccc(N3CCN(S(C)(=O)=O)CC3)cc1)C2. As a reaction SMILES: [C:1]([CH3:2])([CH3:3])([CH3:4])[O:5][C:6](=[O:7])[N:8]1[CH:9]2[CH2:10][N:11]([c:16]3[cH:17][cH:18][c:19]([Br:22])[cH:20][cH:21]3)[CH2:12][CH:13]1[CH2:14][CH2:15]2.[CH3:23][S:24](=[O:25])(=[O:26])[N:27]1[CH2:28][CH2:29][NH:30][CH2:31][CH2:32]1.[CH3:33][C:34]([CH3:35])([O-:36])[CH3:37].[CH3:39][c:40]1[cH:41][cH:42][cH:43][cH:44][cH:45]1.[Na+:38]>>[C:1]([CH3:2])([CH3:3])([CH3:4])[O:5][C:6](=[O:7])[N:8]1[CH:9]2[CH2:10][N:11]([c:16]3[cH:17][cH:18][c:19]([N:30]4[CH2:29][CH2:28][N:27]([S:24]([CH3:23])(=[O:25])=[O:26])[CH2:32][CH2:31]4)[cH:20][cH:21]3)[CH2:12][CH:13]1[CH2:14][CH2:15]2. The reactants are CN(C)C=O, CS(=O)(=O)c1nc(NCCc2ccccc2)c2ncn(C3CCCCO3)c2n1, N#C[K], O. Yields the product N#Cc1nc(NCCc2ccccc2)c2ncn(C3CCCCO3)c2n1. RXN SMILES: [CH3:33][N:34]([CH3:35])[CH:36]=[O:37].[CH3:4][S:5](=[O:6])(=[O:7])[c:8]1[n:9][c:10]([NH:23][CH2:24][CH2:25][c:26]2[cH:27][cH:28][cH:29][cH:30][cH:31]2)[c:11]2[n:12][cH:13][n:14]([CH:17]3[O:18][CH2:19][CH2:20][CH2:21][CH2:22]3)[c:15]2[n:16]1.[K:1][C:2]#[N:3].[OH2:32]>>[C:2](#[N:3])[c:8]1[n:9][c:10]([NH:23][CH2:24][CH2:25][c:26]2[cH:27][cH:28][cH:29][cH:30][cH:31]2)[c:11]2[n:12][cH:13][n:14]([CH:17]3[O:18][CH2:19][CH2:20][CH2:21][CH2:22]3)[c:15]2[n:16]1. Starting materials: [N+](=O)([O-])C1=C(OC2=C(C(=O)O)C=CC=C2)C=CC(=C1)Br (2-(2-nitro-4-bromophenoxy)benzoic acid), C(C)O (ethanol), O (water). The solvent is C(C)(=O)O (acetic acid). Run at temperature 75 celsius. The product is NC1=C(OC2=C(C(=O)O)C=CC=C2)C=CC(=C1)Br (2-(2-Amino-4-bromophenoxy)benzoic acid). As a reaction SMILES: [N+:1]([C:4]1[CH:19]=[C:18]([Br:20])[CH:17]=[CH:16][C:5]=1[O:6][C:7]1[CH:15]=[CH:14][CH:13]=[CH:12][C:8]=1[C:9]([OH:11])=[O:10])([O-])=O.C(O)C.O>C(O)(=O)C>[NH2:1][C:4]1[CH:19]=[C:18]([Br:20])[CH:17]=[CH:16][C:5]=1[O:6][C:7]1[CH:15]=[CH:14][CH:13]=[CH:12][C:8]=1[C:9]([OH:11])=[O:10]. Reported procedure: A mixture of 2-(2-nitro-4-bromophenoxy)benzoic acid (0.6 g, 0.0018 mol) iron powder (0.69 g 0.012 mol), ethanol (46 mL), water (41 mL), and acetic acid (4.6 mL) was heated to 75° C. for 30 minutes. The mixture was filtered and the solvents evaporated to give the crude product which was purified by flash chromatography (silica gel, ethyl acetate/hexane/formic acid) to give the title compound as a white solid. 1H NMR (400 MHz, CDCl3) δ8.09 (dd, 1H), 7.45-7.50 (m, 1H), 7.16-7.26 (m, 1H), 6.99 (d, 1... The reactants are C[Si](C)(C)CCOCn1cnc(Cl)c1C(=O)NCc1ccc(Cl)c(Oc2cc(Cl)cc(C3CC3)c2)c1F, ClCCl, O=C(O)C(F)(F)F. The product is O=C(NCc1ccc(Cl)c(Oc2cc(Cl)cc(C3CC3)c2)c1F)c1[nH]cnc1Cl. RXN SMILES: [Cl:1][c:2]1[n:3][cH:4][n:5]([CH2:30][O:31][CH2:32][CH2:33][Si:34]([CH3:35])([CH3:36])[CH3:37])[c:6]1[C:7](=[O:8])[NH:9][CH2:10][c:11]1[c:12]([F:29])[c:13]([O:18][c:19]2[cH:20][c:21]([Cl:28])[cH:22][c:23]([CH:25]3[CH2:26][CH2:27]3)[cH:24]2)[c:14]([Cl:17])[cH:15][cH:16]1.[Cl:45][CH2:46][Cl:47].[F:38][C:39]([F:40])([F:41])[C:42]([OH:43])=[O:44]>>[Cl:1][c:2]1[n:3][cH:4][nH:5][c:6]1[C:7](=[O:8])[NH:9][CH2:10][c:11]1[c:12]([F:29])[c:13]([O:18][c:19]2[cH:20][c:21]([Cl:28])[cH:22][c:23]([CH:25]3[CH2:26][CH2:27]3)[cH:24]2)[c:14]([Cl:17])[cH:15][cH:16]1. Starting materials: FC1=CC=C(C=C1)OC(N(C)[C@@H]1CN(C[C@H]1C1=CC=C(C=C1)Cl)C(=O)C1CNCC1)=O ([(3S,4R)-4-(4-chloro-phenyl)-1-(pyrrolidine-3-carbonyl)-pyrrolidin-3-yl]-methyl-carbamic acid 4-fluoro-phenyl ester), C1(CC1)C(=O)Cl (cyclopropanecarbonyl chloride). Yields the product FC1=CC=C(C=C1)OC(N(C)[C@@H]1CN(C[C@H]1C1=CC=C(C=C1)Cl)C(=O)C1CN(CC1)C(=O)C1CC1)=O ([(3S,4R)-4-(4-chloro-phenyl)-1-(1-cyclopropanecarbonyl-pyrrolidine-3-carbonyl)-pyrrolidin-3-yl]-methyl-carbamic acid 4-fluoro-phenyl ester). Reaction SMILES: [F:1][C:2]1[CH:7]=[CH:6][C:5]([O:8][C:9](=[O:31])[N:10]([C@H:12]2[C@H:16]([C:17]3[CH:22]=[CH:21][C:20]([Cl:23])=[CH:19][CH:18]=3)[CH2:15][N:14]([C:24]([CH:26]3[CH2:30][CH2:29][NH:28][CH2:27]3)=[O:25])[CH2:13]2)[CH3:11])=[CH:4][CH:3]=1.[CH:32]1([C:35](Cl)=[O:36])[CH2:34][CH2:33]1>>[F:1][C:2]1[CH:7]=[CH:6][C:5]([O:8][C:9](=[O:31])[N:10]([C@H:12]2[C@H:16]([C:17]3[CH:22]=[CH:21][C:20]([Cl:23])=[CH:19][CH:18]=3)[CH2:15][N:14]([C:24]([CH:26]3[CH2:30][CH2:29][N:28]([C:35]([CH:32]4[CH2:34][CH2:33]4)=[O:36])[CH2:27]3)=[O:25])[CH2:13]2)[CH3:11])=[CH:4][CH:3]=1. Procedure: In analogy to the procedure described for the synthesis of example 73, the title [(3S,4R)-4-(4-chloro-phenyl)-1-(1-cyclopropanecarbonyl-pyrrolidine-3-carbonyl)-pyrrolidin-3-yl]-methyl-carbamic acid 4-fluoro-phenyl ester was prepared from [(3S,4R)-4-(4-chloro-phenyl)-1-(pyrrolidine-3-carbonyl)-pyrrolidin-3-yl]-methyl-carbamic acid 4-fluoro-phenyl ester instead of rac-[(3R,4S)-4-(3,4-dichloro-phenyl)-1-(piperidine-4-carbonyl)-pyrrolidin-3-yl]-methyl-carbamic acid 4-fluoro-phenyl ester using cyclop... The reactants are C(C)N(C(C1=C(C=C(C=C1)C=C)OC(F)(F)F)=O)CC (N,N-diethyl-4-ethenyl-2-(trifluoromethoxy)benzamide), [H][H] (hydrogen). Reagents/catalysts: [Pd] (palladium on carbon). Run in CO (MeOH). Reaction conditions: time 1 hour. Yields the product C(C)N(C(C1=C(C=C(C=C1)CC)OC(F)(F)F)=O)CC (N,N-diethyl-4-ethyl-2-(trifluoromethoxy)benzamide). The yield is 83.0%. RXN SMILES: [CH2:1]([N:3]([CH2:19][CH3:20])[C:4](=[O:18])[C:5]1[CH:10]=[CH:9][C:8]([CH:11]=[CH2:12])=[CH:7][C:6]=1[O:13][C:14]([F:17])([F:16])[F:15])[CH3:2].[H][H]>[Pd].CO>[CH2:19]([N:3]([CH2:1][CH3:2])[C:4](=[O:18])[C:5]1[CH:10]=[CH:9][C:8]([CH2:11][CH3:12])=[CH:7][C:6]=1[O:13][C:14]([F:16])([F:15])[F:17])[CH3:20]. Procedure: To a stirring degassed solution of N,N-diethyl-4-ethenyl-2-(trifluoromethoxy)benzamide (1783 mg, 6.2 mmol) and 10% palladium on carbon (50 mg) in MeOH (30 mL) was added hydrogen (1 atm). The reaction was stirred for 1 h and then filtered. The filtrate was conc. in vacuo to a colorless oil. The oil was purified by flash chromatography (SiO2, 0-50% EtOAc in hexanes) to give 1489 mg of the desired product as a colorless oil. MS (ESI) 290 (M+H). The reactants are ClC=1C=C2C(=NC1)N(C=C2B2OC(C(O2)(C)C)(C)C)S(=O)(=O)C2=CC=C(C=C2)C (5-chloro-1-(p-tolylsulfonyl)-3-(4,4,5,5-tetramethyl-1,3,2-dioxaborolan-2-yl)pyrrolo[2,3-b]pyridine), ClC1=NC=C(C(=N1)N[C@@H]1[C@@H]([C@@H](CCC1)O)O)F ((1R,2S,3S)-3-(2-chloro-5-fluoropyrimidin-4-ylamino)cyclohexane-1,2-diol), ClC1=NC=C(C(=N1)N[C@@H]1[C@@H]([C@@H](CCC1)O)O)F ((1R,2S,3S)-3-(2-chloro-5-fluoropyrimidin-4-ylamino)cyclohexane-1,2-diol), C([O-])([O-])=O.[Na+].[Na+] (sodium carbonate). The reagents and catalysts are C=1C=CC(=CC1)[P](C=2C=CC=CC2)(C=3C=CC=CC3)[Pd]([P](C=4C=CC=CC4)(C=5C=CC=CC5)C=6C=CC=CC6)([P](C=7C=CC=CC7)(C=8C=CC=CC8)C=9C=CC=CC9)[P](C=1C=CC=CC1)(C=1C=CC=CC1)C=1C=CC=CC1 (Pd(PPh3)4). Solvent: CCOC(=O)C (EtOAc), C(C)#N (acetonitrile). Conditions: temperature 120 celsius. Product: ClC=1C=C2C(=NC1)N(C=C2C2=NC=C(C(=N2)NC2(C(CCCC2)O)O)F)S(=O)(=O)C2=CC=C(C)C=C2 ((2-(5-chloro-1-tosyl-1H-pyrrolo[2,3-b]pyridin-3-yl)-5-fluoropyrimidin-4-ylamino)cyclohexane-1,2-diol). Reaction SMILES: [Cl:1][C:2]1[CH:3]=[C:4]2[C:10](B3OC(C)(C)C(C)(C)O3)=[CH:9][N:8]([S:20]([C:23]3[CH:28]=[CH:27][C:26]([CH3:29])=[CH:25][CH:24]=3)(=[O:22])=[O:21])[C:5]2=[N:6][CH:7]=1.Cl[C:31]1[N:36]=[C:35]([NH:37][C@H:38]2[CH2:43][CH2:42][CH2:41][C@@H:40](O)[C@H:39]2[OH:45])[C:34]([F:46])=[CH:33][N:32]=1.C(=O)([O-])[O-:48].[Na+].[Na+]>C(#N)C.CCOC(C)=O.C1C=CC([P]([Pd]([P](C2C=CC=CC=2)(C2C=CC=CC=2)C2C=CC=CC=2)([P](C2C=CC=CC=2)(C2C=CC=CC=2)C2C=CC=CC=2)[P](C2C=CC=CC=2)(C2C=CC=CC=2)C2C=CC=CC=2)(C2C=CC=CC=2)C2C=CC=CC=2)=CC=1>[Cl:1][C:2]1[CH:3]=[C:4]2[C:10]([C:31]3[N:36]=[C:35]([NH:37][C:38]4([OH:48])[CH2:43][CH2:42][CH2:41][CH2:40][CH:39]4[OH:45])[C:34]([F:46])=[CH:33][N:32]=3)=[CH:9][N:8]([S:20]([C:23]3[CH:28]=[CH:27][C:26]([CH3:29])=[CH:25][CH:24]=3)(=[O:22])=[O:21])[C:5]2=[N:6][CH:7]=1 |f:2.3.4,^1:65,67,86,105|. Procedure: To a deoxygenated solution of 5-chloro-1-(p-tolylsulfonyl)-3-(4,4,5,5-tetramethyl-1,3,2-dioxaborolan-2-yl)pyrrolo[2,3-b]pyridine (0.22 g, 0.51 mmol) and (1R,2S,3S)-3-(2-chloro-5-fluoropyrimidin-4-ylamino)cyclohexane-1,2-diol, 31b, (0.08 g, 0.24 mmol) in acetonitrile (6 ml) was added 2M sodium carbonate (0.45 mL of 2 M solution, 0.894 mmol) and Pd(PPh3)4 (34.5 mg, 0.030 mmol). The reaction was sealed and heated to 120° C. for 15 minutes in the microwave. The r×n was diluted with EtOAc and filtere...